From a dataset of the Open Reaction Database (ORD), a public repository of structured organic reaction records. describe an organic reaction: reactants, conditions, products, and yield Reactants: CCO, Cl, O=[N+]([O-])c1ccc(-c2noc(-c3ccccc3)n2)cc1. Product: Nc1ccc(-c2noc(-c3ccccc3)n2)cc1. As a reaction SMILES: [CH3:22][CH2:23][OH:24].[ClH:21].[c:1]1(-[c:7]2[n:8][c:9](-[c:12]3[cH:13][cH:14][c:15]([N+:18]([O-:19])=[O:20])[cH:16][cH:17]3)[n:10][o:11]2)[cH:2][cH:3][cH:4][cH:5][cH:6]1>>[c:1]1(-[c:7]2[n:8][c:9](-[c:12]3[cH:13][cH:14][c:15]([NH2:18])[cH:16][cH:17]3)[n:10][o:11]2)[cH:2][cH:3][cH:4][cH:5][cH:6]1. Reactants: title compounds, C(C)(C)(C)OC(=O)NCCN (N-(tert-butoxycarbonyl)ethylenediamine), ClC1=C(C=C2C(C(=CN(C2=C1)C1CC1)C(=O)O)=O)F (7-chloro-1-cyclopropyl-6-fluoro-4-oxo-1,4-dihydro-quinoline-3-carboxylic acid), C(C)(=O)O (acetic acid). Run in CS(=O)C (DMSO). Conditions: temperature 110 celsius, time 15 hour. The product is C(C)(C)(C)OC(=O)NCCNC1=C(C=C2C(C(=CN(C2=C1)C1CC1)C(=O)O)=O)F (7-[(2-tertbutoxycarbonylaminoethyl)amino]-1-cyclopropyl-1,4-dihydro-6-fluoro-4-oxo-quinoline-3-carboxylic acid). As a reaction SMILES: [C:1]([O:5][C:6]([NH:8][CH2:9][CH2:10][NH2:11])=[O:7])([CH3:4])([CH3:3])[CH3:2].Cl[C:13]1[CH:22]=[C:21]2[C:16]([C:17](=[O:29])[C:18]([C:26]([OH:28])=[O:27])=[CH:19][N:20]2[CH:23]2[CH2:25][CH2:24]2)=[CH:15][C:14]=1[F:30].C(O)(=O)C>CS(C)=O>[C:1]([O:5][C:6]([NH:8][CH2:9][CH2:10][NH:11][C:13]1[CH:22]=[C:21]2[C:16]([C:17](=[O:29])[C:18]([C:26]([OH:28])=[O:27])=[CH:19][N:20]2[CH:23]2[CH2:25][CH2:24]2)=[CH:15][C:14]=1[F:30])=[O:7])([CH3:4])([CH3:3])[CH3:2]. Procedure details: In a sealed tube N-(tert-butoxycarbonyl)ethylenediamine (5 mL) was added to a solution of 7-chloro-1-cyclopropyl-6-fluoro-4-oxo-1,4-dihydro-quinoline-3-carboxylic acid (3 g) in DMSO (6 mL). The reaction mixture was stirred at 110° C. for 15 h. The reaction mixture was allowed to cool at 50° C. and was poured into ice, acetic acid was added to reach pH=5. A precipitate appeared and was separated by filtration and washed with ether to afford a 40:60 mixture of title compounds (4.4 g).